Task: describe an organic reaction: reactants, conditions, products, and yield. Dataset: the Open Reaction Database (ORD), a public repository of structured organic reaction records The reactants are COC1=CC=C(C2=CC=CC=C12)CC1=CS[C@H]2N(C1C(=O)O)C([C@H]2NC(CC2=CC=CC=C2)=O)=O (3-(4-methoxy-1-naphthylmethyl)-7β-phenylacetylamino-ceph-2-em-4ξ-carboxylic acid), N1=CC=CC=C1 (pyridine), C1(CCCCC1)N=C=NC1CCCCC1 (dicyclohexylcarbodiimide), ClC(CO)(Cl)Cl (2,2,2-trichloroethanol). Run in C(Cl)Cl (methylene chloride), C(Cl)Cl (methylene chloride), C(Cl)Cl (methylene chloride). Product: ClC(COC(=O)C1C(=CS[C@H]2N1C([C@H]2NC(CC2=CC=CC=C2)=O)=O)CC2=CC=C(C1=CC=CC=C21)OC)(Cl)Cl (3-(4-methoxy-1-naphthylmethyl)-7β-phenylacetylamino-ceph-2-em-4ξ-carboxylic acid 2,2,2-trichloroethylester). Reaction SMILES: [CH3:1][O:2][C:3]1[C:12]2[C:7](=[CH:8][CH:9]=[CH:10][CH:11]=2)[C:6]([CH2:13][C:14]2[CH:19]([C:20]([OH:22])=[O:21])[N:18]3[C:23](=[O:35])[C@@H:24]([NH:25][C:26](=[O:34])[CH2:27][C:28]4[CH:33]=[CH:32][CH:31]=[CH:30][CH:29]=4)[C@H:17]3[S:16][CH:15]=2)=[CH:5][CH:4]=1.N1C=CC=CC=1.[Cl:42][C:43]([Cl:47])([Cl:46])[CH2:44]O.C1(N=C=NC2CCCCC2)CCCCC1>C(Cl)Cl>[Cl:42][C:43]([Cl:47])([Cl:46])[CH2:44][O:21][C:20]([CH:19]1[N:18]2[C:23](=[O:35])[C@@H:24]([NH:25][C:26](=[O:34])[CH2:27][C:28]3[CH:33]=[CH:32][CH:31]=[CH:30][CH:29]=3)[C@H:17]2[S:16][CH:15]=[C:14]1[CH2:13][C:6]1[C:7]2[C:12](=[CH:11][CH:10]=[CH:9][CH:8]=2)[C:3]([O:2][CH3:1])=[CH:4][CH:5]=1)=[O:22]. Procedure details: A solution of 10.9 g of 3-(4-methoxy-1-naphthylmethyl)-7β-phenylacetylamino-ceph-2-em-4ξ-carboxylic acid in 300 ml of methylene chloride is treated with 1.80 ml of pyridine, then successively with 2.50 ml of 2,2,2-trichloroethanol in 20 ml of methylene chloride and 4.95 g of dicyclohexylcarbodiimide in 40 ml of methylene chloride. The addition of the reagents is carried out at room temperature and while stirring. The reaction mixture is stirred for 20 hours at room temperature, freed from dicycl... The reactants are BrC1=CC=C2C(=N1)N(C1=C2CN(C(C1)C)C(=O)OC(C)(C)C)C (tert-Butyl 2-bromo-7,9-dimethyl-5,7,8,9-tetrahydro-6H-pyrido[3′,4′:4,5]pyrrolo[2,3-b]pyridine-6-carboxylate), FC=1C=CC(=NC1)COC1=CC(NC=C1)=O (4-((5-fluoropyridin-2-yl)methoxy)pyridin-2(1H)-one). The product is CC1CC2=C(C=3C(=NC(=CC3)N3C(C=C(C=C3)OCC3=NC=C(C=C3)F)=O)N2C)CN1C(=O)OC(C)(C)C (tert-Butyl 7,9-dimethyl-2-(4-((5-fluoropyridin-2-yl)methoxy)-2-oxopyridin-1(2H)-yl)-5,7,8,9-tetrahydro-6H-pyrido[3′,4′:4,5]pyrrolo[2,3-b]pyridine-6-carboxylate). The yield is 73.3%. RXN SMILES: Br[C:2]1[N:7]=[C:6]2[N:8]([CH3:23])[C:9]3[CH2:14][CH:13]([CH3:15])[N:12]([C:16]([O:18][C:19]([CH3:22])([CH3:21])[CH3:20])=[O:17])[CH2:11][C:10]=3[C:5]2=[CH:4][CH:3]=1.[F:24][C:25]1[CH:26]=[CH:27][C:28]([CH2:31][O:32][C:33]2[CH:38]=[CH:37][NH:36][C:35](=[O:39])[CH:34]=2)=[N:29][CH:30]=1>>[CH3:15][CH:13]1[N:12]([C:16]([O:18][C:19]([CH3:22])([CH3:21])[CH3:20])=[O:17])[CH2:11][C:10]2[C:5]3[C:6]([N:8]([CH3:23])[C:9]=2[CH2:14]1)=[N:7][C:2]([N:36]1[CH:37]=[CH:38][C:33]([O:32][CH2:31][C:28]2[CH:27]=[CH:26][C:25]([F:24])=[CH:30][N:29]=2)=[CH:34][C:35]1=[O:39])=[CH:3][CH:4]=3. Procedure: tert-Butyl 2-bromo-7,9-dimethyl-5,7,8,9-tetrahydro-6H-pyrido[3′,4′:4,5]pyrrolo[2,3-b]pyridine-6-carboxylate (200 mg, 0.520 mmol) and 4-((5-fluoropyridin-2-yl)methoxy)pyridin-2(1H)-one (115 mg, 0.520 mmol) were reacted following the procedure for Example 2 (step e) to provide the title compound (198 mg, 73%) as a yellow oil: ESI MS m/z 520 [M+H]+. The reactants are [Br-], [Br-], COCOCCc1cccs1, ClCCl, [Mg+2]. Product: c1cc2c(s1)CCOC2. As a reaction SMILES: [Br-:12].[Br-:14].[CH3:1][O:2][CH2:3][O:4][CH2:5][CH2:6][c:7]1[s:8][cH:9][cH:10][cH:11]1.[Cl:15][CH2:16][Cl:17].[Mg+2:13]>>[CH2:3]1[O:4][CH2:5][CH2:6][c:7]2[s:8][cH:9][cH:10][c:11]21. Reactants: C(C1=CC=CC=C1)OC(C[C@H](C(=O)N[C@@H](CC(C)C)C(N(C)OC)=O)N)=O (3(R)-amino-N-(1(S)-(N-methoxy-N-methylcarbamoyl)-3-methylbutyl)succinamic acid benzyl ester), FC(C(=O)O)(F)F (trifluoroacetic acid), amine, C1(=CC=C(C=C1)C1C(OC(C1)OC)OC)C1=CC=CC=C1 (3-biphenyl-4-yl-2,5-dimethoxy-tetrahydrofuran). The solvent is ClCCCl (1,2-dichloroethane). The product is C(C1=CC=CC=C1)OC(C[C@H](C(=O)N[C@@H](CC(C)C)C(N(C)OC)=O)N1C=C(C=C1)C1=CC=C(C=C1)C1=CC=CC=C1)=O (3(R)-(3-biphenyl-4-yl-1H-pyrrol-1-yl)-N-[1(S)-(N-methoxy-N-methylcarbamoyl)-3-methyl-butyl]succinamic acid benzyl ester). Yield: 48.0%. Reaction SMILES: [CH2:1]([O:8][C:9](=[O:27])[CH2:10][C@@H:11]([NH2:26])[C:12]([NH:14][C@H:15]([C:20](=[O:25])[N:21]([O:23][CH3:24])[CH3:22])[CH2:16][CH:17]([CH3:19])[CH3:18])=[O:13])[C:2]1[CH:7]=[CH:6][CH:5]=[CH:4][CH:3]=1.[C:28]1([C:43]2[CH:48]=[CH:47][CH:46]=[CH:45][CH:44]=2)[CH:33]=[CH:32][C:31]([CH:34]2[CH2:38][CH:37](OC)O[CH:35]2OC)=[CH:30][CH:29]=1.FC(F)(F)C(O)=O>ClCCCl>[CH2:1]([O:8][C:9](=[O:27])[CH2:10][C@@H:11]([N:26]1[CH:37]=[CH:38][C:34]([C:31]2[CH:32]=[CH:33][C:28]([C:43]3[CH:48]=[CH:47][CH:46]=[CH:45][CH:44]=3)=[CH:29][CH:30]=2)=[CH:35]1)[C:12]([NH:14][C@H:15]([C:20](=[O:25])[N:21]([O:23][CH3:24])[CH3:22])[CH2:16][CH:17]([CH3:18])[CH3:19])=[O:13])[C:2]1[CH:3]=[CH:4][CH:5]=[CH:6][CH:7]=1. Procedure: As described in Example 1(c) for the preparation of N-(8-oxo-4-oxa-1,7-diaza-tricyclo-[9.6.1.012,17 ]-octadeca-11(18),12,14,16-tetraen-9-yl)-3-(3-phenyl-1H-pyrrol-1-yl acid benzyl ester, 3(R)-amino-N-(1(S)-(N-methoxy-N-methylcarbamoyl)-3-methylbutyl)succinamic acid benzyl ester was deprotected. The crude amine salt and 3-biphenyl-4-yl-2,5-dimethoxy-tetrahydrofuran (prepared as described in Example 1(a)) were condensed in anhydrous 1,2-dichloroethane with trifluoroacetic acid to provide in 48% yi... Reactants: CCOC(=O)c1nnc(NC(=O)c2cc(Cl)c(Oc3ccncc3C(=O)N3CCN(C4CC4)c4ccccc43)cc2Cl)s1, CCOC(C)=O, Cl, C1COCCO1, O. Product: O=C(Nc1nncs1)c1cc(Cl)c(Oc2ccncc2C(=O)N2CCN(C3CC3)c3ccccc32)cc1Cl. As a reaction SMILES: [CH2:1]([O:2][C:3](=[O:4])[c:6]1[s:7][c:8]([NH:11][C:12]([c:13]2[c:14]([Cl:42])[cH:15][c:16]([O:20][c:21]3[c:22]([C:27](=[O:28])[N:29]4[CH2:30][CH2:31][N:32]([CH:39]5[CH2:40][CH2:41]5)[c:33]5[cH:34][cH:35][cH:36][cH:37][c:38]54)[cH:23][n:24][cH:25][cH:26]3)[c:17]([Cl:19])[cH:18]2)=[O:43])[n:9][n:10]1)[CH3:5].[CH3:46][CH2:47][O:48][C:49](=[O:50])[CH3:51].[ClH:45].[O:52]1[CH2:53][CH2:54][O:55][CH2:56][CH2:57]1.[OH2:44]>>[cH:6]1[s:7][c:8]([NH:11][C:12]([c:13]2[c:14]([Cl:42])[cH:15][c:16]([O:20][c:21]3[c:22]([C:27](=[O:28])[N:29]4[CH2:30][CH2:31][N:32]([CH:39]5[CH2:40][CH2:41]5)[c:33]5[cH:34][cH:35][cH:36][cH:37][c:38]54)[cH:23][n:24][cH:25][cH:26]3)[c:17]([Cl:19])[cH:18]2)=[O:43])[n:9][n:10]1. Starting materials: [BH4-], CC(C)(C)OC(=O)NC(Cc1ccccc1)C(=O)CCl, CCOC(C)=O, CC(=O)O, CCO, [Na+]. Product: CC(C)(C)OC(=O)NC(Cc1ccccc1)C(O)CCl. RXN SMILES: [BH4-:30].[C:10]([CH3:11])([CH3:12])([CH3:13])[O:14][C:15](=[O:16])[NH:17][CH:18]([C:19]([CH2:20][Cl:21])=[O:22])[CH2:23][c:24]1[cH:25][cH:26][cH:27][cH:28][cH:29]1.[CH3:1][CH2:2][O:3][C:4](=[O:5])[CH3:6].[CH3:32][C:33](=[O:34])[OH:35].[CH3:7][CH2:8][OH:9].[Na+:31]>>[C:10]([CH3:11])([CH3:12])([CH3:13])[O:14][C:15](=[O:16])[NH:17][CH:18]([CH:19]([CH2:20][Cl:21])[OH:22])[CH2:23][c:24]1[cH:25][cH:26][cH:27][cH:28][cH:29]1. Reactants: CO, O=c1cnn(-c2ccc(C(Cl)c3ccc(Cl)cc3)c(Cl)c2)c(=O)[nH]1, ClC(Cl)Cl, N#C[Cu]C#N. Product: N#CC(c1ccc(Cl)cc1)c1ccc(-n2ncc(=O)[nH]c2=O)cc1Cl. As a reaction SMILES: [CH3:34][OH:35].[Cl:1][c:2]1[cH:3][c:4](-[n:17]2[n:18][cH:19][c:20](=[O:24])[nH:21][c:22]2=[O:23])[cH:5][cH:6][c:7]1[CH:8]([c:9]1[cH:10][cH:11][c:12]([Cl:15])[cH:13][cH:14]1)[Cl:16].[Cl:30][CH:31]([Cl:32])[Cl:33].[Cu:25]([C:26]#[N:27])[C:28]#[N:29]>>[Cl:1][c:2]1[cH:3][c:4](-[n:17]2[n:18][cH:19][c:20](=[O:24])[nH:21][c:22]2=[O:23])[cH:5][cH:6][c:7]1[CH:8]([c:9]1[cH:10][cH:11][c:12]([Cl:15])[cH:13][cH:14]1)[C:26]#[N:27]. Procedure details: To a solution of 1-(4-iodophenyl)cyclopropane-1-carboxylic acid (7.98 g, 27 mmol) in methylene chloride (200 mL) containing DMF (0.25 mL) was added dropwise over 30 minutes oxalyl chloride (3.2 mL). The mixture was stirred for 1 hour, and the solvent was removed under reduced pressure. The residue was taken up in THF (100 mL), and potassium t butoxide (1 M in THF, 35 mL) was added. After 30 minutes, the mixture was diluted with hexane, washed with water, dried, filtered and evaporated. The solid... Reactants: IC1=CC=C(C=C1)C1(CC1)C(=O)O (1-(4-iodophenyl)cyclopropane-1-carboxylic acid), CN(C)C=O (DMF), C(Cl)Cl (methylene chloride), C(C(=O)Cl)(=O)Cl (oxalyl chloride). Yield: 62.0%. As a reaction SMILES: [I:1][C:2]1[CH:7]=[CH:6][C:5]([C:8]2([C:11]([OH:13])=O)[CH2:10][CH2:9]2)=[CH:4][CH:3]=1.CN([CH:17]=[O:18])C.[C:19](Cl)(=O)[C:20](Cl)=O.[CH2:25](Cl)Cl>>[I:1][C:2]1[CH:3]=[CH:4][C:5]([C:8]2([C:11]([O:18][CH2:17][CH2:25][CH2:19][CH3:20])=[O:13])[CH2:9][CH2:10]2)=[CH:6][CH:7]=1. Reaction conditions: time 1 hour. The product is IC1=CC=C(C=C1)C1(CC1)C(=O)OCCCC (butyl 1-(4-iodophenyl)cyclopropane-1-carboxylate). Reactants: O=C(COC1=CC=C(COC2=CC=C(C=N2)/C=C/C(=O)OCC)C=C1)C1=CC=CC=C1 (ethyl (2E)-3-(6-{[4-(2-oxo-2-phenylethoxy)benzyl]oxy}pyridin-3-yl)prop-2-enoate). The reagents and catalysts are [C].[Pd] (palladium carbon). Run in C(C)O.C(C)(=O)OCC (ethyl acetate ethanol). Reaction conditions: time 3 hour. The product is O=C(COC1=CC=C(COC2=CC=C(C=N2)CCC(=O)OCC)C=C1)C1=CC=CC=C1 (Ethyl 3-(6-{[4-(2-oxo-2-phenylethoxy)benzyl]oxy}pyridin-3-yl)propanoate). Isolated yield 92.3%. As a reaction SMILES: [O:1]=[C:2]([C:26]1[CH:31]=[CH:30][CH:29]=[CH:28][CH:27]=1)[CH2:3][O:4][C:5]1[CH:25]=[CH:24][C:8]([CH2:9][O:10][C:11]2[N:16]=[CH:15][C:14](/[CH:17]=[CH:18]/[C:19]([O:21][CH2:22][CH3:23])=[O:20])=[CH:13][CH:12]=2)=[CH:7][CH:6]=1>C(O)C.C(OCC)(=O)C.[C].[Pd]>[O:1]=[C:2]([C:26]1[CH:27]=[CH:28][CH:29]=[CH:30][CH:31]=1)[CH2:3][O:4][C:5]1[CH:25]=[CH:24][C:8]([CH2:9][O:10][C:11]2[N:16]=[CH:15][C:14]([CH2:17][CH2:18][C:19]([O:21][CH2:22][CH3:23])=[O:20])=[CH:13][CH:12]=2)=[CH:7][CH:6]=1 |f:1.2,3.4|. Reported procedure: A solution of ethyl (2E)-3-(6-{[4-(2-oxo-2-phenylethoxy)benzyl]oxy}pyridin-3-yl)prop-2-enoate (0.13 g, 0.31 mmol) in ethyl acetate ethanol mixture was degassed well and added palladium carbon (10 mg), and stirred under hydrogen bladder for 3 hrs. Reaction mass was filtered through celite pad and concentrated to a colourless oil (0.12 g, Yield: 95%); MS (ESI, 120 eV): m/z=420 (M+H)+. The reactants are C(C1=CC=CC=C1)N1CC(CC1)F (N-benzyl-3-fluoropyrrolidine), C(C)(=O)O (acetic acid). Reagents/catalysts: [Pd] (Pd on charcoal). Solvent: CO (methanol). Product: C(C)(=O)O.FC1CNCC1 (3-fluoro pyrrolidine acetate). RXN SMILES: C([N:8]1[CH2:12][CH2:11][CH:10]([F:13])[CH2:9]1)C1C=CC=CC=1.[C:14]([OH:17])(=[O:16])[CH3:15]>CO.[Pd]>[C:14]([OH:17])(=[O:16])[CH3:15].[F:13][CH:10]1[CH2:11][CH2:12][NH:8][CH2:9]1 |f:4.5|. Procedure details: 0.3 g (1.67 mmoles) of N-benzyl-3-fluoropyrrolidine, dissolved in 20 ml of methanol containing 2.1 ml of acetic acid, were hydrogenated at room temperature in a Parr apparatus at 50 psi in the presence of a catalytic amount of 10% Pd on charcoal, until the theoretical amount of H2 was consumed.